Dataset: the Open Reaction Database (ORD), a public repository of structured organic reaction records. Task: describe an organic reaction: reactants, conditions, products, and yield Starting materials: ClC=1C=C(C#N)C=C(C1)OC1=C(C=CC=2NN=NC21)Cl (3-chloro-5-[(5-chloro-1H-1,2,3-benzotriazol-4-yl)oxy]benzonitrile), C([O-])([O-])=O.[Cs+].[Cs+] (cesium carbonate), BrCC(=O)OC(C)(C)C (tert-butyl bromoacetate). Run in CN(C)C=O (DMF). The product is C(C)(C)(C)OC(CN1N=NC2=C1C=CC(=C2OC2=CC(=CC(=C2)C#N)Cl)Cl)=O (tert-butyl[5-Chloro-4-(3-chloro-5-cyanophenoxy)-1H-1,2,3-benzotriazol-1-yl]acetate). As a reaction SMILES: [Cl:1][C:2]1[CH:3]=[C:4]([CH:7]=[C:8]([O:10][C:11]2[C:19]3[N:18]=[N:17][NH:16][C:15]=3[CH:14]=[CH:13][C:12]=2[Cl:20])[CH:9]=1)[C:5]#[N:6].C(=O)([O-])[O-].[Cs+].[Cs+].Br[CH2:28][C:29]([O:31][C:32]([CH3:35])([CH3:34])[CH3:33])=[O:30]>CN(C=O)C>[C:32]([O:31][C:29](=[O:30])[CH2:28][N:16]1[C:15]2[CH:14]=[CH:13][C:12]([Cl:20])=[C:11]([O:10][C:8]3[CH:7]=[C:4]([C:5]#[N:6])[CH:3]=[C:2]([Cl:1])[CH:9]=3)[C:19]=2[N:18]=[N:17]1)([CH3:35])([CH3:34])[CH3:33] |f:1.2.3|. Reported procedure: 3-chloro-5-[(5-chloro-1H-1,2,3-benzotriazol-4-yl)oxy]benzonitrile (500 mg, 1.64 mmol) and cesium carbonate (534 mg, 1.64 mmol) were suspended in DMF (5 mL) under N2. To this was added tert-butyl bromoacetate (336 mg, 1.72 mmol) After 1 hour, the reaction was quenched with saturated aqueous ammonium chloride (5 mL), diluted with water and the mixture extracted with ethyl acetate (2×25 mL). The combined organic fractions were washed with water (3×25 mL) and dried (MgSO4), filtered and the solvent ... The reactants are CCOP(=O)(CC#N)OCC, O=Cc1ccccc1, [H-], [Na+], C1CCOC1, O. Yields the product N#CC=Cc1ccccc1. Reaction SMILES: [CH2:3]([O:4][P:5]([O:6][CH2:7][CH3:8])(=[O:9])[CH2:11][C:12]#[N:13])[CH3:10].[CH:14](=[O:15])[c:16]1[cH:17][cH:18][cH:19][cH:20][cH:21]1.[H-:1].[Na+:2].[O:23]1[CH2:24][CH2:25][CH2:26][CH2:27]1.[OH2:22]>>[CH:11]([C:12]#[N:13])=[CH:14][c:16]1[cH:17][cH:18][cH:19][cH:20][cH:21]1. Reactants: C(C)(C)(C)OO (t-Butylhydroperoxide), C(C)(C)(C)OC(=O)N[C@H]1[C@@H]([C@@H](C=C[C@@H]1C=1C(=C(C2=C(OCO2)C1)OCC1=CC=CC=C1)C(=O)OC)O)O (methyl 6-[(1R,4R,5S,6R)-6-(tert-butyloxycarbonylamino)-4,5-dihydroxy-2-cyclohexen-1-yl]-4-(phenylmethoxy)-1,3-benzodioxole-5-carboxylate). The reagents and catalysts are C/C(=C\C(=O)C)/O.C/C(=C\C(=O)C)/O.O=[V] (vanadyl acetylacetonate). The solvent is CCCCCCCCCC (decane), C1=CC=CC=C1 (benzene). Run at temperature 60 celsius, time 2 hour. Yields the product C(C)(C)(C)OC(=O)N[C@@H]1[C@H]([C@@H]2[C@H]([C@H]([C@H]1O)O)O2)C=2C(=C(C1=C(OCO1)C2)OCC2=CC=CC=C2)C(=O)OC (Methyl 6-[(1R,2R,3S, 4S,5S,6R)-2-(tert-butyloxycarbonylamino)-5,6-epoxy-3,4-dihydroxycyclohex-1-yl]-4-(phenylmethoxy)-1,3-benzodioxole-5-carboxylate). Isolated yield 53.0%. As a reaction SMILES: C([O:5]O)(C)(C)C.[C:7]([O:11][C:12]([NH:14][C@@H:15]1[C@@H:20]([C:21]2[C:22]([C:38]([O:40][CH3:41])=[O:39])=[C:23]([O:30][CH2:31][C:32]3[CH:37]=[CH:36][CH:35]=[CH:34][CH:33]=3)[C:24]3[O:28][CH2:27][O:26][C:25]=3[CH:29]=2)[CH:19]=[CH:18][C@@H:17]([OH:42])[C@H:16]1[OH:43])=[O:13])([CH3:10])([CH3:9])[CH3:8]>CCCCCCCCCC.C1C=CC=CC=1.C/C(/O)=C\C(C)=O.C/C(/O)=C\C(C)=O.O=[V]>[C:7]([O:11][C:12]([NH:14][C@H:15]1[C@H:16]([OH:43])[C@H:17]([OH:42])[C@@H:18]2[O:5][C@@H:19]2[C@@H:20]1[C:21]1[C:22]([C:38]([O:40][CH3:41])=[O:39])=[C:23]([O:30][CH2:31][C:32]2[CH:37]=[CH:36][CH:35]=[CH:34][CH:33]=2)[C:24]2[O:28][CH2:27][O:26][C:25]=2[CH:29]=1)=[O:13])([CH3:10])([CH3:8])[CH3:9] |f:4.5.6|. Reported procedure: t-Butylhydroperoxide in decane (5M, 0.45 ml) was added to a solution of methyl 6-[(1R,4R,5S,6R)-6-(tert-butyloxycarbonylamino)-4,5-dihydroxy-2-cyclohexen-1-yl]-4-(phenylmethoxy)-1,3-benzodioxole-5-carboxylate (280 mg, 0.55 mmol) and vanadyl acetylacetonate (7 mg, 0.026 mmol) in benzene (10 ml). After stirring for 2 h at 60° C, the reaction mixture was concentrated under reduced pressure and subjected to chromatography (hexane/ethyl acetate, 1:5) to afford 129 mg (53%) of epoxide 16 and 42 mg of ... The reactants are CC(C)(C)OC(=O)N1CCC(CC1)CC=1C=C(C=CC1)C(=O)NCC=1C=CC(=C(C1)C1=CC(=CC=C1)CN1C[C@@H](N(CC1)C(=O)OC(C)(C)C)C)F (1,1-dimethylethyl (2S)-4-[(5′-{[({3-[(1-{[(1,1-dimethylethyl)oxy]carbonyl}-4-piperidinyl)methyl]phenyl}carbonyl)amino]methyl}-2′-fluoro-3-biphenylyl)methyl]-2-methyl-1-piperazinecarboxylate), [H-].[Na+] (NaH), BrCCCCCC (1-bromohexane). Yields the product FC1=CC=C(C=C1C1=CC(=CC=C1)CN1C[C@@H](NCC1)C)CN(C(C1=CC(=CC=C1)CC1CCNCC1)=O)CCCCCC (N-[(6-fluoro-3′-{[(3S)-3-methyl-1-piperazinyl]methyl}-3-biphenylyl)methyl]-N-hexyl-3-(4-piperidinylmethyl)benzamide). Procedure details: Following the general procedure outlined in Example 66, 1,1-dimethylethyl (2S)-4-[(5′-{[({3-[(1-{[(1,1-dimethylethyl)oxy]carbonyl}-4-piperidinyl)methyl]phenyl}carbonyl)amino]methyl}-2′-fluoro-3-biphenylyl)methyl]-2-methyl-1-piperazinecarboxylate (75.4 mg, 0.105 mmol), NaH (5.37 mg, 0.243 mmol) and 1-bromohexane (0.020 mL, 0.142 mmol) in DMF (0.5 mL) were reacted to give the desired product (16.4 mg, 24.0%). EI-MS m/z 599(M−H)+. The solvent is CN(C)C=O (DMF). As a reaction SMILES: CC(OC([N:8]1[CH2:13][CH2:12][CH:11]([CH2:14][C:15]2[CH:16]=[C:17]([C:21]([NH:23][CH2:24][C:25]3[CH:26]=[CH:27][C:28]([F:52])=[C:29]([C:31]4[CH:36]=[CH:35][CH:34]=[C:33]([CH2:37][N:38]5[CH2:43][CH2:42][N:41](C(OC(C)(C)C)=O)[C@@H:40]([CH3:51])[CH2:39]5)[CH:32]=4)[CH:30]=3)=[O:22])[CH:18]=[CH:19][CH:20]=2)[CH2:10][CH2:9]1)=O)(C)C.[H-].[Na+].Br[CH2:56][CH2:57][CH2:58][CH2:59][CH2:60][CH3:61]>CN(C=O)C>[F:52][C:28]1[C:29]([C:31]2[CH:36]=[CH:35][CH:34]=[C:33]([CH2:37][N:38]3[CH2:43][CH2:42][NH:41][C@@H:40]([CH3:51])[CH2:39]3)[CH:32]=2)=[CH:30][C:25]([CH2:24][N:23]([CH2:56][CH2:57][CH2:58][CH2:59][CH2:60][CH3:61])[C:21](=[O:22])[C:17]2[CH:18]=[CH:19][CH:20]=[C:15]([CH2:14][CH:11]3[CH2:12][CH2:13][NH:8][CH2:9][CH2:10]3)[CH:16]=2)=[CH:26][CH:27]=1 |f:1.2|. Isolated yield 26.1%. The reactants are COC=1C=CC(=CC1)P2(=S)SP(=S)(S2)C=3C=CC(=CC3)OC (Lawesson's reagent), C(C)(C)(C)OC(NCC(NC1=C(C=CC=C1F)F)=O)=O ([(2,6-difluorophenylcarbamoyl)methyl]carbamic acid tert-butyl ester). Run in C1CCOC1 (THF). Yields the product C(C)(C)(C)OC(NCC(NC1=C(C=CC=C1F)F)=S)=O ([(2,6-difluorophenylthiocarbamoyl)methyl]carbamic acid tert-butyl ester). The yield is 63.4%. As a reaction SMILES: COC1C=CC(P2(SP(C3C=CC(OC)=CC=3)(=S)S2)=[S:10])=CC=1.[C:23]([O:27][C:28](=[O:42])[NH:29][CH2:30][C:31](=O)[NH:32][C:33]1[C:38]([F:39])=[CH:37][CH:36]=[CH:35][C:34]=1[F:40])([CH3:26])([CH3:25])[CH3:24]>C1COCC1>[C:23]([O:27][C:28](=[O:42])[NH:29][CH2:30][C:31](=[S:10])[NH:32][C:33]1[C:38]([F:39])=[CH:37][CH:36]=[CH:35][C:34]=1[F:40])([CH3:26])([CH3:25])[CH3:24]. Reported procedure: A Lawesson's reagent (50 mg, 0.12 mmol) was added to a THF (2 mL) solution of [(2,6-difluorophenylcarbamoyl)methyl]carbamic acid tert-butyl ester (52 mg, 0.18 mmol) in an argon atmosphere, and the mixture was refluxed with heating overnight. After evaporating the solvent, the residue was purified by silica gel column chromatography (13 g, hexane:acetone=10:1 to 8:1) to obtain [(2,6-difluorophenylthiocarbamoyl)methyl]carbamic acid tert-butyl ester (23 mg) as a colorless crystalline substance. Starting materials: Cc1ccc(-n2nnnc2-c2cc(Br)cnc2N)c(F)c1F, O=C([O-])O, CC(C)(C)OC(=O)N1CCC(n2cc(B3OC(C)(C)C(C)(C)O3)cn2)CC1, COCCOC, [Na+]. Yields the product Cc1ccc(-n2nnnc2-c2cc(-c3cnn(C4CCN(C(=O)OC(C)(C)C)CC4)c3)cnc2N)c(F)c1F. As a reaction SMILES: [Br:1][c:2]1[cH:3][c:4](-[c:9]2[n:10][n:11][n:12][n:13]2-[c:14]2[c:15]([F:22])[c:16]([F:21])[c:17]([CH3:20])[cH:18][cH:19]2)[c:5]([NH2:8])[n:6][cH:7]1.[C:50](=[O:51])([OH:52])[O-:53].[CH3:23][C:24]1([CH3:25])[C:26]([CH3:27])([CH3:28])[O:29][B:30]([c:31]2[cH:32][n:33][n:34]([CH:36]3[CH2:37][CH2:38][N:39]([C:42](=[O:43])[O:44][C:45]([CH3:46])([CH3:47])[CH3:48])[CH2:40][CH2:41]3)[cH:35]2)[O:49]1.[CH3:55][O:56][CH2:57][CH2:58][O:59][CH3:60].[Na+:54]>>[c:2]1(-[c:31]2[cH:32][n:33][n:34]([CH:36]3[CH2:37][CH2:38][N:39]([C:42](=[O:43])[O:44][C:45]([CH3:46])([CH3:47])[CH3:48])[CH2:40][CH2:41]3)[cH:35]2)[cH:3][c:4](-[c:9]2[n:10][n:11][n:12][n:13]2-[c:14]2[c:15]([F:22])[c:16]([F:21])[c:17]([CH3:20])[cH:18][cH:19]2)[c:5]([NH2:8])[n:6][cH:7]1. Reactants: O=C([O-])O, Cc1c(OC2CCNCC2)ccc2ccccc12, Cc1ccccc1, O=C(CCCCl)c1ccc(F)cc1, [I-], [K+], [K+]. The product is Cc1c(OC2CCN(CCCC(=O)c3ccc(F)cc3)CC2)ccc2ccccc12. RXN SMILES: [C:32](=[O:33])([OH:34])[O-:35].[CH3:1][c:2]1[c:3]([O:12][CH:13]2[CH2:14][CH2:15][NH:16][CH2:17][CH2:18]2)[cH:4][cH:5][c:6]2[cH:7][cH:8][cH:9][cH:10][c:11]12.[CH3:39][c:40]1[cH:41][cH:42][cH:43][cH:44][cH:45]1.[Cl:19][CH2:20][CH2:21][CH2:22][C:23](=[O:24])[c:25]1[cH:26][cH:27][c:28]([F:31])[cH:29][cH:30]1.[I-:38].[K+:36].[K+:37]>>[CH3:1][c:2]1[c:3]([O:12][CH:13]2[CH2:14][CH2:15][N:16]([CH2:20][CH2:21][CH2:22][C:23](=[O:24])[c:25]3[cH:26][cH:27][c:28]([F:31])[cH:29][cH:30]3)[CH2:17][CH2:18]2)[cH:4][cH:5][c:6]2[cH:7][cH:8][cH:9][cH:10][c:11]12.